From a dataset of the Open Reaction Database (ORD), a public repository of structured organic reaction records. describe an organic reaction: reactants, conditions, products, and yield Reactants: Cc1ccccc1, O=Cc1ccccc1, O=C(O)c1ccccc1, CC(CCc1ccccc1)NCC(O)CO. Yields the product CC(CCc1ccccc1)N1CC(CO)OC1c1ccccc1. Reaction SMILES: [CH3:34][c:35]1[cH:36][cH:37][cH:38][cH:39][cH:40]1.[CH:17](=[O:18])[c:19]1[cH:20][cH:21][cH:22][cH:23][cH:24]1.[OH:25][C:26]([c:27]1[cH:28][cH:29][cH:30][cH:31][cH:32]1)=[O:33].[c:1]1([CH2:7][CH2:8][CH:9]([CH3:10])[NH:11][CH2:12][CH:13]([CH2:14][OH:15])[OH:16])[cH:2][cH:3][cH:4][cH:5][cH:6]1>>[c:1]1([CH2:7][CH2:8][CH:9]([CH3:10])[N:11]2[CH2:12][CH:13]([CH2:14][OH:15])[O:16][CH:17]2[c:19]2[cH:20][cH:21][cH:22][cH:23][cH:24]2)[cH:2][cH:3][cH:4][cH:5][cH:6]1. The reactants are SC=1C=C(C(=O)O)C=C(C1OC1=CC=CC=C1)S(N)(=O)=O (3-mercapto-4-phenoxy-5-sulfamylbenzoic acid), C([O-])([O-])=O.[K+].[K+] (potassium carbonate), [I-].C[N+](CC1=CC=CO1)(C)C (trimethylfurfurylammonium iodide), [OH-].[Na+] (sodium hydroxide). The solvent is C(C)OCCOCCOCC (diethylene glycol diethyl ether). Conditions: temperature 110 celsius, time 4 hour. Product: O1C(=CC=C1)CSC=1C=C(C(=O)O)C=C(C1OC1=CC=CC=C1)S(N)(=O)=O (3-(2-furylmethylthio)-4-phenoxy-5-sulfamylbenzoic acid). Reaction SMILES: [SH:1][C:2]1[CH:3]=[C:4]([CH:8]=[C:9]([S:18](=[O:21])(=[O:20])[NH2:19])[C:10]=1[O:11][C:12]1[CH:17]=[CH:16][CH:15]=[CH:14][CH:13]=1)[C:5]([OH:7])=[O:6].C(=O)([O-])[O-].[K+].[K+].[I-].C[N+](C)(C)[CH2:31][C:32]1[O:36][CH:35]=[CH:34][CH:33]=1.[OH-].[Na+]>C(OCCOCCOCC)C>[O:36]1[CH:35]=[CH:34][CH:33]=[C:32]1[CH2:31][S:1][C:2]1[CH:3]=[C:4]([CH:8]=[C:9]([S:18](=[O:21])(=[O:20])[NH2:19])[C:10]=1[O:11][C:12]1[CH:17]=[CH:16][CH:15]=[CH:14][CH:13]=1)[C:5]([OH:7])=[O:6] |f:1.2.3,4.5,6.7|. Reported procedure: To a solution of 3-mercapto-4-phenoxy-5-sulfamylbenzoic acid (1.6 g) in diethylene glycol diethyl ether (15 ml), anhydrous potassium carbonate (0.5 g) and trimethylfurfurylammonium iodide (2 g) were added. The resulting mixture is stirred at 110°C. for 4 hours, cooled and poured into 0.3 N sodium hydroxide (75 ml). After extraction twice with diethyl ether, the aqueous layer is adjusted to pH 3 by addition of acetic acid. The reaction product is extracted with ethyl acetate, and the resulting or...